This data is from the Open Reaction Database (ORD), a public repository of structured organic reaction records. The task is: describe an organic reaction: reactants, conditions, products, and yield The reactants are COCCCN1CCOc2ccc(COC3CN(C(=O)OCc4ccccc4)C(CCOS(C)(=O)=O)CC3c3ccc(OC)cc3)cc21, CS(C)=O, N#C[Na], O. Yields the product COCCCN1CCOc2ccc(COC3CN(C(=O)OCc4ccccc4)C(CCC#N)CC3c3ccc(OC)cc3)cc21. Reaction SMILES: [CH2:1]([c:2]1[cH:3][cH:4][cH:5][cH:6][cH:7]1)[O:8][C:9](=[O:10])[N:11]1[CH:12]([CH2:42][CH2:43][O:44][S:45]([CH3:46])(=[O:47])=[O:48])[CH2:13][CH:14]([c:34]2[cH:35][cH:36][c:37]([O:40][CH3:41])[cH:38][cH:39]2)[CH:15]([O:17][CH2:18][c:19]2[cH:20][cH:21][c:22]3[c:23]([cH:33]2)[N:24]([CH2:28][CH2:29][CH2:30][O:31][CH3:32])[CH2:25][CH2:26][O:27]3)[CH2:16]1.[CH3:52][S:53]([CH3:54])=[O:55].[Na:49][C:50]#[N:51].[OH2:56]>>[CH2:1]([c:2]1[cH:3][cH:4][cH:5][cH:6][cH:7]1)[O:8][C:9](=[O:10])[N:11]1[CH:12]([CH2:42][CH2:43][C:50]#[N:51])[CH2:13][CH:14]([c:34]2[cH:35][cH:36][c:37]([O:40][CH3:41])[cH:38][cH:39]2)[CH:15]([O:17][CH2:18][c:19]2[cH:20][cH:21][c:22]3[c:23]([cH:33]2)[N:24]([CH2:28][CH2:29][CH2:30][O:31][CH3:32])[CH2:25][CH2:26][O:27]3)[CH2:16]1. Starting materials: C(#C)C=1C=NN2C1N=C(C=C2C)C2=CC=C(C=C2)C(F)(F)F (3-ethynyl-7-methyl-5-(4-trifluoromethyl-phenyl)-pyrazolo[1,5-a]pyrimidine), BrC=1C=C(C=CC1)S(=O)(=O)N (3-bromo-benzenesulfonamide). Yields the product CC1=CC(=NC=2N1N=CC2C#CC=2C=C(C=CC2)S(=O)(=O)N)C2=CC=C(C=C2)C(F)(F)F (3-[7-Methyl-5-(4-trifluoromethyl-phenyl)-pyrazolo[1,5-a]pyrimidin-3-ylethynyl]-benzenesulfonamide), solid. The yield is 42.0%. As a reaction SMILES: [C:1]([C:3]1[CH:4]=[N:5][N:6]2[C:11]([CH3:12])=[CH:10][C:9]([C:13]3[CH:18]=[CH:17][C:16]([C:19]([F:22])([F:21])[F:20])=[CH:15][CH:14]=3)=[N:8][C:7]=12)#[CH:2].Br[C:24]1[CH:25]=[C:26]([S:30]([NH2:33])(=[O:32])=[O:31])[CH:27]=[CH:28][CH:29]=1>>[CH3:12][C:11]1[N:6]2[N:5]=[CH:4][C:3]([C:1]#[C:2][C:24]3[CH:25]=[C:26]([S:30]([NH2:33])(=[O:32])=[O:31])[CH:27]=[CH:28][CH:29]=3)=[C:7]2[N:8]=[C:9]([C:13]2[CH:18]=[CH:17][C:16]([C:19]([F:21])([F:22])[F:20])=[CH:15][CH:14]=2)[CH:10]=1. Reported procedure: The title compound was prepared from 3-ethynyl-7-methyl-5-(4-trifluoromethyl-phenyl)-pyrazolo[1,5-a]pyrimidine (example C.12) (75 mg, 0.25 mmol) and 3-bromo-benzenesulfonamide (59 mg, 0.25 mmol) according to general procedure II. Obtained as a yellow solid (48 mg, 42%). MS (ISN) 454.9 [(M−H)−]; mp 214-216° C. The reactants are CC(=O)OC(C)=O, Cc1[nH]c2ccc([N+](=O)[O-])cc2c1C=O, O=CO, Cl, NO, CN(C)C=O, O. The product is Cc1[nH]c2ccc([N+](=O)[O-])cc2c1C#N. As a reaction SMILES: [CH3:19][C:20]([O:21][C:22](=[O:23])[CH3:24])=[O:25].[CH3:1][c:2]1[nH:3][c:4]2[cH:5][cH:6][c:7]([N+:13](=[O:14])[O-:15])[cH:8][c:9]2[c:10]1[CH:11]=[O:12].[CH:26]([OH:27])=[O:28].[ClH:16].[NH2:17][OH:18].[O:29]=[CH:30][N:31]([CH3:32])[CH3:33].[OH2:34]>>[CH3:1][c:2]1[nH:3][c:4]2[cH:5][cH:6][c:7]([N+:13](=[O:14])[O-:15])[cH:8][c:9]2[c:10]1[C:11]#[N:17]. Starting materials: NC1=CC(=C(C=C1Cl)CO)OC ((4-amino-5-chloro-2-methoxyphenyl)methanol), NC1=CC(=C(C=C1Cl)CO)OC ((4-amino-5-chloro-2-methoxyphenyl)methanol), N1C=NC=C1 (imidazole), Cl[Si](C)(C)C(C)C (chloro(isopropyl)dimethylsilane). Solvent: CN(C=O)C (dimethylformamide). Run at temperature 0 celsius, time 8 hour. Product: [Si](C)(C)(C(C)(C)C)OCC1=CC(=C(N)C=C1OC)Cl (4-({[tert-butyl(dimethyl)silyl]oxy}methyl)-2-chloro-5-methoxyaniline), solid. The yield is 58.0%. RXN SMILES: [NH2:1][C:2]1[C:7]([Cl:8])=[CH:6][C:5]([CH2:9][OH:10])=[C:4]([O:11][CH3:12])[CH:3]=1.N1C=CN=[CH:14]1.Cl[Si:19]([CH:22]([CH3:24])[CH3:23])([CH3:21])[CH3:20]>CN(C)C=O>[Si:19]([O:10][CH2:9][C:5]1[C:4]([O:11][CH3:12])=[CH:3][C:2]([NH2:1])=[C:7]([Cl:8])[CH:6]=1)([C:22]([CH3:24])([CH3:14])[CH3:23])([CH3:21])[CH3:20]. Procedure: To a solution of (4-amino-5-chloro-2-methoxyphenyl)methanol (intermediate 38; 1.5 g, 0.008 mol) in dimethylformamide (35 mL) was added imidazole (1.7 g, 0.02 mol). The mixture was cooled to 0° C. and chloro(isopropyl)dimethylsilane (2.5 g, 0.01 mol) was added dropwise. The reaction was stirred overnight at room temperature. The solvent was removed and the crude was partitioned between water and hexane, the organic layer was washed with water, sodium bicarbonate 4% and brine, dried, filtered and ... Product: CC(C)(C)OC(=O)N1CC=C(c2ccccn2)CC1. As a reaction SMILES: [Br-:22].[C:1]([CH3:2])([CH3:3])([CH3:4])[O:5][C:6](=[O:7])[N:8]1[CH2:9][CH2:10][C:11]([O:14][S:15]([C:16]([F:17])([F:18])[F:19])(=[O:20])=[O:21])=[CH:12][CH2:13]1.[CH2:30]1[O:31][CH2:32][CH2:33][CH2:34]1.[cH:35]1[cH:36][cH:37][c:38]([P:39]([Pd:40]([P:41]([c:42]2[cH:43][cH:44][cH:45][cH:46][cH:47]2)([c:48]2[cH:49][cH:50][cH:51][cH:52][cH:53]2)[c:54]2[cH:55][cH:56][cH:57][cH:58][cH:59]2)([P:60]([c:61]2[cH:62][cH:63][cH:64][cH:65][cH:66]2)([c:67]2[cH:68][cH:69][cH:70][cH:71][cH:72]2)[c:73]2[cH:74][cH:75][cH:76][cH:77][cH:78]2)[P:79]([c:80]2[cH:81][cH:82][cH:83][cH:84][cH:85]2)([c:86]2[cH:87][cH:88][cH:89][cH:90][cH:91]2)[c:92]2[cH:93][cH:94][cH:95][cH:96][cH:97]2)([c:98]2[cH:99][cH:100][cH:101][cH:102][cH:103]2)[c:104]2[cH:105][cH:106][cH:107][cH:108][cH:109]2)[cH:110][cH:111]1.[n:23]1[c:24]([Zn+:29])[cH:25][cH:26][cH:27][cH:28]1>>[C:1]([CH3:2])([CH3:3])([CH3:4])[O:5][C:6](=[O:7])[N:8]1[CH2:9][CH2:10][C:11]([c:24]2[n:23][cH:28][cH:27][cH:26][cH:25]2)=[CH:12][CH2:13]1. Reactants: [Br-], CC(C)(C)OC(=O)N1CC=C(OS(=O)(=O)C(F)(F)F)CC1, C1CCOC1, c1ccc(P(c2ccccc2)(c2ccccc2)[Pd](P(c2ccccc2)(c2ccccc2)c2ccccc2)(P(c2ccccc2)(c2ccccc2)c2ccccc2)P(c2ccccc2)(c2ccccc2)c2ccccc2)cc1, [Zn+]c1ccccn1. Starting materials: NCCOc1ccc(C(=O)c2ccccc2)cc1, O=C([O-])[O-], CCOC(=O)Cl, CC(C)=O, [K+], [K+]. The product is CCOC(=O)NCCOc1ccc(C(=O)c2ccccc2)cc1. RXN SMILES: [C:1]([c:2]1[cH:3][cH:4][cH:5][cH:6][cH:7]1)(=[O:8])[c:9]1[cH:10][cH:11][c:12]([O:13][CH2:14][CH2:15][NH2:16])[cH:17][cH:18]1.[C:25](=[O:26])([O-:27])[O-:28].[CH2:19]([CH3:20])[O:21][C:22](=[O:23])[Cl:24].[CH3:31][C:32](=[O:33])[CH3:34].[K+:29].[K+:30]>>[C:1]([c:2]1[cH:3][cH:4][cH:5][cH:6][cH:7]1)(=[O:8])[c:9]1[cH:10][cH:11][c:12]([O:13][CH2:14][CH2:15][NH:16][C:22]([O:21][CH2:19][CH3:20])=[O:23])[cH:17][cH:18]1. Starting materials: CC1(C)CC(c2cccc3ccccc23)c2ccc(O)cc2O1, CN(C)CCCl, Cc1ccccc1, [H-], [Na+], O. Product: CN(C)CCOc1ccc2c(c1)OC(C)(C)CC2c1cccc2ccccc12. Reaction SMILES: [CH3:1][C:2]1([CH3:23])[O:3][c:4]2[cH:5][c:6]([OH:22])[cH:7][cH:8][c:9]2[CH:10]([c:12]2[cH:13][cH:14][cH:15][c:16]3[cH:17][cH:18][cH:19][cH:20][c:21]23)[CH2:11]1.[CH3:26][N:27]([CH2:28][CH2:29][Cl:30])[CH3:31].[CH3:32][c:33]1[cH:34][cH:35][cH:36][cH:37][cH:38]1.[H-:24].[Na+:25].[OH2:39]>>[CH3:1][C:2]1([CH3:23])[O:3][c:4]2[cH:5][c:6]([O:22][CH2:29][CH2:28][N:27]([CH3:26])[CH3:31])[cH:7][cH:8][c:9]2[CH:10]([c:12]2[cH:13][cH:14][cH:15][c:16]3[cH:17][cH:18][cH:19][cH:20][c:21]23)[CH2:11]1.